From a dataset of the Open Reaction Database (ORD), a public repository of structured organic reaction records. describe an organic reaction: reactants, conditions, products, and yield Reactants: 2h, C(=C)[Mg]Br (vinylmagnesium bromide), C(C1=CC=CC=C1)(C1=CC=CC=C1)[C@H]1OC1 ((2R)-2-benzhydryl-oxirane), C(C1=CC=CC=C1)(C1=CC=CC=C1)[C@H]1OC1 ((2R)-2-benzhydryl-oxirane). Reagents/catalysts: [Cu]I (CuI). The solvent is C1CCOC1 (THF), C1CCOC1 (THF). Yields the product C1(=CC=CC=C1)C([C@H](CC=C)O)C1=CC=CC=C1 ((2S)-1,1-diphenyl-pent-4-ene-2-ol). The yield is 70.5%. As a reaction SMILES: [CH:1]([C@@H:14]1[CH2:16][O:15]1)([C:8]1[CH:13]=[CH:12][CH:11]=[CH:10][CH:9]=1)[C:2]1[CH:7]=[CH:6][CH:5]=[CH:4][CH:3]=1.[CH:17]([Mg]Br)=[CH2:18]>C1COCC1.[Cu]I>[C:2]1([CH:1]([C:8]2[CH:13]=[CH:12][CH:11]=[CH:10][CH:9]=2)[C@@H:14]([OH:15])[CH2:16][CH:17]=[CH2:18])[CH:7]=[CH:6][CH:5]=[CH:4][CH:3]=1. Procedure details: (2R)-2-benzhydryl-oxirane (0.5 g, 2.38 mmol) 23a was dissolved in dry THF (5 ml) and was added into a dry THF solution at −78° C. containing CuI (0.045 g, 0.24 mmol) and vinylmagnesium bromide (5.95 ml of 1.0M solution in THF, 5.95 mmol). The reaction mixture was stirred and allowed to reach room temperature over a period of 2h, and then quenched with saturated NH4Cl solution. The aqueous phase was extracted with ethyl acetate (3×30 ml). The combined organic phase was washed with brine and dried... The reactants are CCOCC, C1CCOC1, CS(C)=O, C[S+](C)(C)=O, COC(=O)c1sc(C#CC(C)(C)C)cc1N(C(=O)C1CCC(C)CC1)C1CCC(=O)CC1, [Cl-], [H-], [Na+]. The product is COC(=O)c1sc(C#CC(C)(C)C)cc1N(C(=O)C1CCC(C)CC1)C1CCC2(CC1)CO2. As a reaction SMILES: [CH2:41]([O:42][CH2:43][CH3:44])[CH3:45].[CH2:50]1[O:51][CH2:52][CH2:53][CH2:54]1.[CH3:46][S:47]([CH3:48])=[O:49].[CH3:4][S+:5]([CH3:6])([CH3:7])=[O:8].[CH3:9][O:10][C:11](=[O:12])[c:13]1[s:14][c:15]([C:35]#[C:36][C:37]([CH3:38])([CH3:39])[CH3:40])[cH:16][c:17]1[N:18]([CH:19]1[CH2:20][CH2:21][C:22](=[O:25])[CH2:23][CH2:24]1)[C:26](=[O:27])[CH:28]1[CH2:29][CH2:30][CH:31]([CH3:34])[CH2:32][CH2:33]1.[Cl-:3].[H-:2].[Na+:1]>>[CH2:4]1[C:22]2([CH2:21][CH2:20][CH:19]([N:18]([c:17]3[c:13]([C:11]([O:10][CH3:9])=[O:12])[s:14][c:15]([C:35]#[C:36][C:37]([CH3:38])([CH3:39])[CH3:40])[cH:16]3)[C:26](=[O:27])[CH:28]3[CH2:29][CH2:30][CH:31]([CH3:34])[CH2:32][CH2:33]3)[CH2:24][CH2:23]2)[O:25]1.